describe an organic reaction: reactants, conditions, products, and yield From a dataset of the Open Reaction Database (ORD), a public repository of structured organic reaction records. Starting materials: [BH4-].[Na+] (sodium borohydride), CC1(C(CC=C1C)CC1C(C1)C(C)=O)C (1-[2-(2,2,3-trimethylcyclopent-3-enylmethyl)cyclopropyl]-ethanone), Cl (hydrochloric acid). The solvent is same solvent, C(C)O (ethanol). Run at time 2 hour. Yields the product CC1(C(CC=C1C)CC1C(C1)C(C)O)C (1-[2-(2,2,3-trimethylcyclopent-3-enylmethyl)cyclopropyl]ethanol). Yield: 85.5%. As a reaction SMILES: [CH3:1][C:2]1([CH3:15])[C:6]([CH3:7])=[CH:5][CH2:4][CH:3]1[CH2:8][CH:9]1[CH2:11][CH:10]1[C:12](=[O:14])[CH3:13].[BH4-].[Na+].Cl>C(O)C>[CH3:15][C:2]1([CH3:1])[C:6]([CH3:7])=[CH:5][CH2:4][CH:3]1[CH2:8][CH:9]1[CH2:11][CH:10]1[CH:12]([OH:14])[CH3:13] |f:1.2|. Procedure details: 1.5 g (7.3 mmol) of 1-[2-(2,2,3-trimethylcyclopent-3-enylmethyl)cyclopropyl]-ethanone dissolved in 5 ml of ethanol was added to a suspension of 0.50 g (13 mmol) of sodium borohydride in 30 ml of the same solvent under nitrogen at 5° C. The reaction mixture was stirred at room temperature for further 2 hours. After addition of 50 ml of 1N aqueous hydrochloric acid it was extracted with 200 ml of MTBE, the organic layer washed with 2×100 ml of brine, dried (MgSO4) evaporated in vacuo and bulb-to-b...